Dataset: the Open Reaction Database (ORD), a public repository of structured organic reaction records. Task: describe an organic reaction: reactants, conditions, products, and yield The reactants are BrC(C(=O)N=C=O)CBr (2,3-dibromopropionyl isocyanate), ClC1=CC=C(N)C=C1 (4-chloroaniline). Run in C1=CC=CC=C1 (benzene), petroleum ether, C1=CC=CC=C1 (benzene). Run at temperature 20 celsius, time 3 hour. Yields the product ClC1=CC=C(C=C1)NC(=O)NC(C(CBr)Br)=O (N-(4-chlorophenyl)-N'-(2,3-dibromopropionyl)-urea). RXN SMILES: [Br:1][CH:2]([CH2:8][Br:9])[C:3]([N:5]=[C:6]=[O:7])=[O:4].[Cl:10][C:11]1[CH:17]=[CH:16][C:14]([NH2:15])=[CH:13][CH:12]=1>C1C=CC=CC=1>[Cl:10][C:11]1[CH:17]=[CH:16][C:14]([NH:15][C:6]([NH:5][C:3](=[O:4])[CH:2]([Br:1])[CH2:8][Br:9])=[O:7])=[CH:13][CH:12]=1. Reported procedure: A solution of 54 g of 2,3-dibromopropionyl isocyanate in 100 ml of benzene is added dropwise with cooling at 20° C. to a solution of 25 g of 4-chloroaniline in 250 ml of dry benzene. After stirring for 3 hours at 20° C., the suspension is diluted with 200 ml of petroleum ether, filtered and dried. Yield: 71.0 g, m.p.: 162° - 163° C. Starting materials: CCOC(C)=O, CN(C)C=O, O=[Cr](=O)([O-])O[Cr](=O)(=O)[O-], COc1ccc(C(O)c2ccccc2[N+](=O)[O-])cn1, O, c1cc[nH+]cc1, c1cc[nH+]cc1. RXN SMILES: [CH3:42][CH2:43][O:44][C:45](=[O:46])[CH3:47].[CH3:48][N:49]([CH3:50])[CH:51]=[O:52].[Cr:1]([O:2][Cr:3]([O-:4])(=[O:5])=[O:6])([O-:7])(=[O:8])=[O:9].[N+:22](=[O:23])([O-:24])[c:25]1[c:26]([CH:31]([OH:32])[c:33]2[cH:34][n:35][c:36]([O:39][CH3:40])[cH:37][cH:38]2)[cH:27][cH:28][cH:29][cH:30]1.[OH2:41].[nH+:10]1[cH:11][cH:12][cH:13][cH:14][cH:15]1.[nH+:16]1[cH:17][cH:18][cH:19][cH:20][cH:21]1>>[N+:22](=[O:23])([O-:24])[c:25]1[c:26]([C:31](=[O:32])[c:33]2[cH:34][n:35][c:36]([O:39][CH3:40])[cH:37][cH:38]2)[cH:27][cH:28][cH:29][cH:30]1. The product is COc1ccc(C(=O)c2ccccc2[N+](=O)[O-])cn1. The reactants are OC1=CC=C(C(=O)C2=CC=C(C=C2)O)C=C1 (4,4'-dihydroxybenzophenon), C[O-].[Na+] (NaOMe), CCOC(=O)C (EtOAc), C(C1=CC=CC=C1)Br (benzylbromide). Solvent: CC(=O)C (acetone), CO (MeOH). Conditions: time 20 minute. The product is C(C1=CC=CC=C1)OC1=CC=C(C=C1)C(C1=CC=C(C=C1)O)=O (4'-benzyloxy-4-hydroxy benzophenon). The yield is 32.9%. Reaction SMILES: [OH:1][C:2]1[CH:16]=[CH:15][C:5]([C:6]([C:8]2[CH:13]=[CH:12][C:11]([OH:14])=[CH:10][CH:9]=2)=[O:7])=[CH:4][CH:3]=1.C[O-].[Na+].[CH2:20](Br)[C:21]1[CH:26]=[CH:25][CH:24]=[CH:23][CH:22]=1.CCOC(C)=O>CC(C)=O.CO>[CH2:20]([O:1][C:2]1[CH:16]=[CH:15][C:5]([C:6](=[O:7])[C:8]2[CH:13]=[CH:12][C:11]([OH:14])=[CH:10][CH:9]=2)=[CH:4][CH:3]=1)[C:21]1[CH:26]=[CH:25][CH:24]=[CH:23][CH:22]=1 |f:1.2|. Procedure: To a solution of 2.0 g (9.3 mmol) of 4,4'-dihydroxybenzophenon in 50 ml dry acetone was added 27.5 ml of 0.34M NaOMe in MeOH. After the reaction mixture had been stirred for 20 min, 1.6 g (9.3 mmol) of benzylbromide was added. The reaction was stirred at room temperature for 15 h. 250 ml EtOAc was added and then extracted with 2150 ml 0.5M HCl, 2150 ml H2O and 50 ml saturated NaCl(aq). Drying (MgSO4), evaporation of the EtOAc and purification on silica gave 0.93 g (33%) of 4'-benzyloxy-4-hydroxy...